From a dataset of the Open Reaction Database (ORD), a public repository of structured organic reaction records. describe an organic reaction: reactants, conditions, products, and yield Starting materials: C([O-])([O-])=O.[Na+].[Na+] (sodium carbonate), C1(CCCC1)N1[C@@H](C(N(C=2C=NC(=NC12)NC=1C=CC(=C2CCOC21)C(=O)O)C)=O)CC (7-[[(7R)-8-cyclopentyl-7-ethyl-5-methyl-6-oxo-7H-pteridin-2-yl]amino]-2,3-dihydrobenzofuran-4-carboxylic acid), F[B-](F)(F)F.N1(N=NC2=C1C=CC=C2)OC(=[N+](C)C)N(C)C (O-(benzotriazol-1-yl)-N,N,N′,N′-tetra methyluronium tetrafluoroborate), C(C)(C)N(CC)C(C)C (diisopropylethylamine), NC[C@H](CN1CCN(CC1)C)O ((2R)-1-amino-3-(4-methylpiperazin-1-yl)propan-2-ol). Run in ClCCl (dichloromethane). Reaction conditions: time 3 hour. The product is C1(CCCC1)N1[C@@H](C(N(C=2C=NC(=NC12)NC=1C=CC(=C2CCOC21)C(=O)NC[C@H](CN2CCN(CC2)C)O)C)=O)CC (7-[[(7R)-8-cyclopentyl-7-ethyl-5-methyl-6-oxo-7H-pteridin-2-yl]amino]-N-[(2R)-2-hydroxy-3-(4-methylpiperazin-1-yl)propyl]-2,3-dihydrobenzofuran-4-carboxamide). Isolated yield 59.5%. RXN SMILES: [CH:1]1([N:6]2[C:15]3[N:14]=[C:13]([NH:16][C:17]4[CH:18]=[CH:19][C:20]([C:26](O)=[O:27])=[C:21]5[C:25]=4[O:24][CH2:23][CH2:22]5)[N:12]=[CH:11][C:10]=3[N:9]([CH3:29])[C:8](=[O:30])[C@H:7]2[CH2:31][CH3:32])[CH2:5][CH2:4][CH2:3][CH2:2]1.F[B-](F)(F)F.N1(OC(N(C)C)=[N+](C)C)C2C=CC=CC=2N=N1.C(N(C(C)C)CC)(C)C.[NH2:64][CH2:65][C@@H:66]([OH:75])[CH2:67][N:68]1[CH2:73][CH2:72][N:71]([CH3:74])[CH2:70][CH2:69]1.C(=O)([O-])[O-].[Na+].[Na+]>ClCCl>[CH:1]1([N:6]2[C:15]3[N:14]=[C:13]([NH:16][C:17]4[CH:18]=[CH:19][C:20]([C:26]([NH:64][CH2:65][C@@H:66]([OH:75])[CH2:67][N:68]5[CH2:69][CH2:70][N:71]([CH3:74])[CH2:72][CH2:73]5)=[O:27])=[C:21]5[C:25]=4[O:24][CH2:23][CH2:22]5)[N:12]=[CH:11][C:10]=3[N:9]([CH3:29])[C:8](=[O:30])[C@H:7]2[CH2:31][CH3:32])[CH2:2][CH2:3][CH2:4][CH2:5]1 |f:1.2,5.6.7|. Reported procedure: 7-[[(7R)-8-Cyclopentyl-7-ethyl-5-methyl-6-oxo-7H-pteridin-2-yl]amino]-2,3-dihydrobenzofuran-4-carboxylic acid 1q (150 mg, 0.34 mmol) and O-(benzotriazol-1-yl)-N,N,N′,N′-tetra methyluronium tetrafluoroborate (110 mg, 0.34 mmol) were dissolved in 30 mL of anhydrous dichloromethane, followed by the addition of diisopropylethylamine (0.1 mL, 0.75 mmol) and (2R)-1-amino-3-(4-methylpiperazin-1-yl)propan-2-ol 20e (59 mg, 0.34 mmol). The reaction solution was stirred for 3 hours. The resulting solution ... Reactants: CC(=O)C (acetone), O=C[C@@H](O)[C@@H](O)[C@H](O)[C@H](O)CO (D-mannose), I (hydrogen iodide), N1=CC=CC=C1 (pyridine). Reaction conditions: temperature 60 celsius, time 5 hour. Product: CC1(OC[C@@H](O1)[C@@H]2[C@H]3[C@@H]([C@H](O2)O)OC(O3)(C)C)C (2,3:5,6-di-O-isopropylidene-α-D-mannofuranose). Isolated yield 80.0%. RXN SMILES: [CH3:1][C:2]([CH3:4])=[O:3].O=[CH:6][C@H:7]([C@H:9]([C@@H:11]([C@@H:13]([CH2:15][OH:16])[OH:14])[OH:12])[OH:10])[OH:8].I.N1C=C[CH:21]=[CH:20][CH:19]=1>>[CH3:1][C:2]1([CH3:4])[O:8][C@@H:7]([C@H:9]2[O:10][C@H:15]([OH:16])[C@H:13]3[O:14][C:20]([CH3:21])([CH3:19])[O:12][C@@H:11]23)[CH2:6][O:3]1. Reported procedure: To 200 ml of acetone were added 10.0 g of D-mannose and 100 mg of hydrogen iodide and the mixture was refluxed with stirring in a water bath at 60° C.for 5 hours. During this reaction, the refluxing solvent was dried with 20 g of Molecular Sieves 3A interposed between the reaction vessel and the cooling jacket. After completion of the reaction, a small amount of pyridine was added. The acetone was then distilled off under reduced pressure and the residue was dissolved in benzene, washed with aqu... Reactants: CC1=COC2=C1C(CC(C2)C2=C(C=CC=C2)C)=O (3-methyl-6-(2-methylphenyl)-4,5,6,7-tetrahydrobenzofuran-4-one), C(=N)(N)NN.Cl (aminoguanidine hydrochloride), Cl (hydrochloric acid), O (water). Solvent: C(C)O (ethanol). Product: Cl.N(C(=N)N)N=C1CC(CC2=C1C(=CO2)C)C2=C(C=CC=C2)C (4-guanidinoimino-3-methyl-6-(2-methylphenyl)-4,5,6,7-tetrahydrobenzofuran hydrochloride). Yield: 68.2%. Reaction SMILES: [CH3:1][C:2]1[C:6]2[C:7](=O)[CH2:8][CH:9]([C:11]3[CH:16]=[CH:15][CH:14]=[CH:13][C:12]=3[CH3:17])[CH2:10][C:5]=2[O:4][CH:3]=1.[C:19]([NH:22][NH2:23])([NH2:21])=[NH:20].[ClH:24].Cl.O>C(O)C>[ClH:24].[NH:22]([N:23]=[C:7]1[C:6]2[C:2]([CH3:1])=[CH:3][O:4][C:5]=2[CH2:10][CH:9]([C:11]2[CH:16]=[CH:15][CH:14]=[CH:13][C:12]=2[CH3:17])[CH2:8]1)[C:19]([NH2:21])=[NH:20] |f:1.2,6.7|. Procedure details: A mixture of 3-methyl-6-(2-methylphenyl)-4,5,6,7-tetrahydrobenzofuran-4-one (0.18 g), aminoguanidine hydrochloride (0.087 g), concentrated hydrochloric acid (0.037 ml), water (0.037 ml) and ethanol (20 ml) was refluxed for 1 hour. Under reduced pressure, the solvent was evaporated, and the residue was recrystallized from ethanol to give 4-guanidinoimino-3-methyl-6-(2-methylphenyl)-4,5,6,7-tetrahydrobenzofuran hydrochloride (Compound 37) (0.17 g) as colorless crystals. Starting materials: COC1=CC=C(CNN)C=C1 (4-methoxybenzylhydrazine), C(C)CCCC(=O)CC(=O)[O-] (ethylbutyrylacetate). The product is COC1=CC=C(CN2N=C(CC2=O)CCC)C=C1 (2,4-dihydro-2-(4-methoxybenzyl)-5-propyl-3H-pyrazol-3-one). As a reaction SMILES: [CH3:1][O:2][C:3]1[CH:11]=[CH:10][C:6]([CH2:7][NH:8][NH2:9])=[CH:5][CH:4]=1.[CH2:12]([CH2:14][CH2:15][CH2:16][C:17](CC([O-])=O)=[O:18])[CH3:13]>>[CH3:1][O:2][C:3]1[CH:11]=[CH:10][C:6]([CH2:7][N:8]2[C:17](=[O:18])[CH2:16][C:15]([CH2:14][CH2:12][CH3:13])=[N:9]2)=[CH:5][CH:4]=1. Reported procedure: From the reaction of 4-methoxybenzylhydrazine and ethylbutyrylacetate, 2,4-dihydro-2-(4-methoxybenzyl)-5-propyl-3H-pyrazol-3-one is obtained. Subsequent reaction with 2-ethylaniline yields 4-(2-ethylanilinomethylene)-2,4-dihydro-2-(4-methoxybenzyl)-5-propyl-3H-pyrazol-3-one, oil Starting materials: N1CCC(CC1)N1CCC2=CC=C(C=C12)[N+](=O)[O-] (1-(Piperidin-4-yl)-6-nitroindoline), FC1=CC=C(CCBr)C=C1 (4-fluorophenethyl bromide). Product: FC1=CC=C(CCN2CCC(CC2)N2CCC3=CC=C(C=C23)[N+](=O)[O-])C=C1 (1-[1-(4-fluorophenethyl)piperidin-4-yl]-6-nitroindoline). Isolated yield 97.5%. RXN SMILES: [NH:1]1[CH2:6][CH2:5][CH:4]([N:7]2[C:15]3[C:10](=[CH:11][CH:12]=[C:13]([N+:16]([O-:18])=[O:17])[CH:14]=3)[CH2:9][CH2:8]2)[CH2:3][CH2:2]1.[F:19][C:20]1[CH:28]=[CH:27][C:23]([CH2:24][CH2:25]Br)=[CH:22][CH:21]=1>>[F:19][C:20]1[CH:28]=[CH:27][C:23]([CH2:24][CH2:25][N:1]2[CH2:6][CH2:5][CH:4]([N:7]3[C:15]4[C:10](=[CH:11][CH:12]=[C:13]([N+:16]([O-:18])=[O:17])[CH:14]=4)[CH2:9][CH2:8]3)[CH2:3][CH2:2]2)=[CH:22][CH:21]=1. Reported procedure: 1-(Piperidin-4-yl)-6-nitroindoline (3.5 g) and 4-fluorophenethyl bromide (4.1 g) were treated as in Example 2 to give the title compound (5.1 g) as apaleyellowpowder (yield: 81%). Starting materials: CC1CNCCC1(C1=CC(=CC=C1)C=1N=NNC1)C (3,4-dimethyl-4-(3-(1H-1,2,3-triazol-4-yl)phenyl)piperidine), BrCCOC1=CC=CC=C1 (2-(bromoethoxy)benzene), C(O)([O-])=O.[Na+] (sodium hydrogencarbonate), resultant mixture, C(O)([O-])=O.[Na+] (sodium hydrogencarbonate). Run in CN(C=O)C (N,N-dimethylformamide). Run at time 8 hour. Yields the product CC1CN(CCC1(C1=CC(=CC=C1)C=1N=NNC1)C)CCOC1=CC=CC=C1 (3,4-Dimethyl-1-(2-phenoxyethyl)-4-(3-(1H-1,2,3-triazol-4-yl)phenyl)piperidine). The yield is 13.3%. RXN SMILES: [CH3:1][CH:2]1[C:7]([CH3:19])([C:8]2[CH:13]=[CH:12][CH:11]=[C:10]([C:14]3[N:15]=[N:16][NH:17][CH:18]=3)[CH:9]=2)[CH2:6][CH2:5][NH:4][CH2:3]1.Br[CH2:21][CH2:22][O:23][C:24]1[CH:29]=[CH:28][CH:27]=[CH:26][CH:25]=1.C(=O)([O-])O.[Na+]>CN(C)C=O>[CH3:1][CH:2]1[C:7]([CH3:19])([C:8]2[CH:13]=[CH:12][CH:11]=[C:10]([C:14]3[N:15]=[N:16][NH:17][CH:18]=3)[CH:9]=2)[CH2:6][CH2:5][N:4]([CH2:21][CH2:22][O:23][C:24]2[CH:29]=[CH:28][CH:27]=[CH:26][CH:25]=2)[CH2:3]1 |f:2.3|. Procedure: To a solution of 3,4-dimethyl-4-(3-(1H-1,2,3-triazol-4-yl)phenyl)piperidine (Preparation 44, 50 mg, 0.20 mmol) in N,N-dimethylformamide (6 mL) was added commercially available 2-(bromoethoxy)benzene (43 mg, 0.22 mmol) and sodium hydrogencarbonate (48 mg, 0.56 mmol). The resultant mixture was heated to 80° C. and stirred overnight. The reaction mixture was cooled, poured onto saturated aqueous sodium hydrogencarbonate solution (100 mL) and extracted with ethyl acetate (3×20 mL). The combined extr... Reactants: O=C([O-])[O-], ClCC1CO1, Cc1cc2c(F)c(Oc3ncnn4cc(O)c(C)c34)ccc2[nH]1, [K+], [K+], CN(C)C=O. The product is Cc1cc2c(F)c(Oc3ncnn4cc(OCC5CO5)c(C)c34)ccc2[nH]1. Reaction SMILES: [C:29](=[O:30])([O-:31])[O-:32].[Cl:24][CH2:25][CH:26]1[CH2:27][O:28]1.[F:1][c:2]1[c:3]2[cH:4][c:5]([CH3:23])[nH:6][c:7]2[cH:8][cH:9][c:10]1[O:11][c:12]1[n:13][cH:14][n:15][n:16]2[c:17]1[c:18]([CH3:22])[c:19]([OH:21])[cH:20]2.[K+:33].[K+:34].[O:35]=[CH:36][N:37]([CH3:38])[CH3:39]>>[F:1][c:2]1[c:3]2[cH:4][c:5]([CH3:23])[nH:6][c:7]2[cH:8][cH:9][c:10]1[O:11][c:12]1[n:13][cH:14][n:15][n:16]2[c:17]1[c:18]([CH3:22])[c:19]([O:21][CH2:25][CH:26]1[CH2:27][O:28]1)[cH:20]2. Reactants: CSC (methyl sulfide), B1(N2CCC[C@@H]2C(O1)(C3=CC=CC=C3)C4=CC=CC=C4)C ((R)-2-methyl-CBS-oxazaborolidine), B (borane), cyclopentylmethylene phenyl ketone. Run in C1CCOC1 (THF), C1(=CC=CC=C1)C (toluene), C(Cl)Cl (CH2Cl2), C(Cl)Cl (CH2Cl2). Conditions: time 45 minute. The product is hexanes EtOAc, C1(CCCC1)C[C@H](O)C1=CC=CC=C1 ((S)-2-Cyclopentyl-1-phenylethanol). Isolated yield 81.0%. As a reaction SMILES: B1(C)[O:8][C:7]([C:15]2[CH:20]=[CH:19][CH:18]=[CH:17][CH:16]=2)([C:9]2[CH:14]=[CH:13][CH:12]=[CH:11][CH:10]=2)[C@@H]2N1CCC2.B.CSC>C1(C)C=CC=CC=1.C(Cl)Cl.C1COCC1>[CH:20]1([CH2:15][C@@H:7]([C:9]2[CH:10]=[CH:11][CH:12]=[CH:13][CH:14]=2)[OH:8])[CH2:19][CH2:18][CH2:17][CH2:16]1. Procedure: A solution of 2.7 mL of 1.0 M (R)-2-methyl-CBS-oxazaborolidine solution in toluene in 4 mL of CH2Cl2 at −25° C. was treated with 1.4 mL of 2.0 M borane.methyl sulfide in THF and stirred cold for 10 min. A solution of 501 mg (2.66 mmol) of cyclopentylmethylene phenyl ketone (from EXAMPLE 20, Step B) in 2 mL of CH2Cl2 was added over 25 min and the resulting mixture was stirred cold for 45 min. The reaction was quenched by pouring it into cold (−25° C.) MeOH. The quenched reaction was warmed to rt ... The reactants are CC[SiH](CC)CC, COC(=O)c1cc(Cl)cc2c1NC(c1cccc(Br)c1)C(C)(C)C2O, O=C(O)C(F)(F)F. Product: COC(=O)c1cc(Cl)cc2c1NC(c1cccc(Br)c1)C(C)(C)C2. Reaction SMILES: [CH2:26]([SiH:27]([CH2:28][CH3:29])[CH2:30][CH3:31])[CH3:32].[CH3:1][O:2][C:3](=[O:4])[c:5]1[cH:6][c:7]([Cl:25])[cH:8][c:9]2[c:14]1[NH:13][CH:12]([c:15]1[cH:16][c:17]([Br:21])[cH:18][cH:19][cH:20]1)[C:11]([CH3:22])([CH3:23])[CH:10]2[OH:24].[OH:33][C:34]([C:35]([F:36])([F:37])[F:38])=[O:39]>>[CH3:1][O:2][C:3](=[O:4])[c:5]1[cH:6][c:7]([Cl:25])[cH:8][c:9]2[c:14]1[NH:13][CH:12]([c:15]1[cH:16][c:17]([Br:21])[cH:18][cH:19][cH:20]1)[C:11]([CH3:22])([CH3:23])[CH2:10]2.